From a dataset of the Open Reaction Database (ORD), a public repository of structured organic reaction records. describe an organic reaction: reactants, conditions, products, and yield Reactants: [Cl-].OC1=CC=C2C=CN=CC2=C1[N+]#N (7-Hydroxy-8-isoquinolinediazonium chloride), C([O-])(O)=O.[Na+] (sodium bicarbonate), CO (methanol). Product: C=1(NC=CC2=CC=CC12)C(=O)OC (2-pyrindine-1-carboxylic acid, methyl ester). Yield: 50.0%. RXN SMILES: [Cl-].O[C:3]1[C:12]([N+]#N)=[C:11]2[C:6]([CH:7]=[CH:8][N:9]=[CH:10]2)=C[CH:4]=1.[C:15](=[O:18])(O)[O-:16].[Na+].[CH3:20]O>>[C:10]1([C:15]([O:16][CH3:20])=[O:18])[NH:9][CH:8]=[CH:7][C:6]2[C:11]=1[CH:12]=[CH:3][CH:4]=2 |f:0.1,2.3|. Reported procedure: 7-Hydroxy-8-isoquinolinediazonium chloride (0.50 g, 2.4 mmol) and sodium bicarbonate (302 mg, 3.6 mmol) in anhydrous methanol (650 ml) is irradiated with a 275 watt sunlamp at 0° C. for 3 hours. The reaction mixture is evaporated to dryness under vacuum. The crude residue is dissolved in water and the product is extracted in methylene chloride. The combined organic extracts are dried over magnesium sulfate, filtered and concentrated under reduced pressure to provide the product as an orange soli... Starting materials: C1CCOC1, COC(=O)CC(C=C(C)C)c1ccc(OCc2ccc(C(C)(C)C)c(-c3cc(OC)ccc3F)c2)cc1, CCO, [Na+], [OH-]. Yields the product COc1ccc(F)c(-c2cc(COc3ccc(C(C=C(C)C)CC(=O)O)cc3)ccc2C(C)(C)C)c1. Reaction SMILES: [CH2:38]1[O:39][CH2:40][CH2:41][CH2:42]1.[CH3:1][C:2]([CH3:3])([CH3:4])[c:5]1[cH:6][cH:7][c:8]([CH2:20][O:21][c:22]2[cH:23][cH:24][c:25]([CH:28]([CH2:29][C:30](=[O:31])[O:32][CH3:33])[CH:34]=[C:35]([CH3:36])[CH3:37])[cH:26][cH:27]2)[cH:9][c:10]1-[c:11]1[c:12]([F:19])[cH:13][cH:14][c:15]([O:17][CH3:18])[cH:16]1.[CH3:43][CH2:44][OH:45].[Na+:47].[OH-:46]>>[CH3:1][C:2]([CH3:3])([CH3:4])[c:5]1[cH:6][cH:7][c:8]([CH2:20][O:21][c:22]2[cH:23][cH:24][c:25]([CH:28]([CH2:29][C:30](=[O:31])[OH:32])[CH:34]=[C:35]([CH3:36])[CH3:37])[cH:26][cH:27]2)[cH:9][c:10]1-[c:11]1[c:12]([F:19])[cH:13][cH:14][c:15]([O:17][CH3:18])[cH:16]1. Starting materials: CC=1C=CC(=C(C(=O)O)C1)C1=NC=CC(=N1)C (5-methyl-2-(4-methylpyrimidin-2-yl)benzoic acid), ClC=1C=CC2=C(N=C(O2)NC[C@H]2NCCC[C@H]2C)C1 (5-chloro-N-(((2S,3R)-3-methylpiperidin-2-yl)methyl)benzo[d]oxazol-2-amine). Product: ClC=1C=CC2=C(N=C(O2)NC[C@H]2N(CCC[C@H]2C)C(=O)C2=C(C=CC(=C2)C)C2=NC=CC(=N2)C)C1 (((2S,3R)-2-(((5-Chlorobenzo[d]oxazol-2-yl)amino)methyl)-3-methylpiperidin-1-yl)(5-methyl-2-(4-methylpyrimidin-2-yl)phenyl)methanone). As a reaction SMILES: [CH3:1][C:2]1[CH:3]=[CH:4][C:5]([C:11]2[N:16]=[C:15]([CH3:17])[CH:14]=[CH:13][N:12]=2)=[C:6]([CH:10]=1)[C:7]([OH:9])=O.[Cl:18][C:19]1[CH:20]=[CH:21][C:22]2[O:26][C:25]([NH:27][CH2:28][C@@H:29]3[C@H:34]([CH3:35])[CH2:33][CH2:32][CH2:31][NH:30]3)=[N:24][C:23]=2[CH:36]=1>>[Cl:18][C:19]1[CH:20]=[CH:21][C:22]2[O:26][C:25]([NH:27][CH2:28][C@@H:29]3[C@H:34]([CH3:35])[CH2:33][CH2:32][CH2:31][N:30]3[C:7]([C:6]3[CH:10]=[C:2]([CH3:1])[CH:3]=[CH:4][C:5]=3[C:11]3[N:16]=[C:15]([CH3:17])[CH:14]=[CH:13][N:12]=3)=[O:9])=[N:24][C:23]=2[CH:36]=1. Procedure: The title compound was prepared following the same general protocol as described in Example A1, using 5-methyl-2-(4-methylpyrimidin-2-yl)benzoic acid and 5-chloro-N-(((2S,3R)-3-methylpiperidin-2-yl)methyl)benzo[d]oxazol-2-amine. ESI-MS (m/z): 490 [M+1]+.